Dataset: the Open Reaction Database (ORD), a public repository of structured organic reaction records. Task: describe an organic reaction: reactants, conditions, products, and yield Starting materials: [BH4-], CCNC(=O)OCCOc1ccc(N)cc1, CCC(C)=O, CC(=O)[O-], CC(=O)O, [Na+], [Na+], O. Yields the product CCNC(=O)OCCOc1ccc(NC(C)CC)cc1. As a reaction SMILES: [BH4-:27].[CH2:6]([CH3:7])[NH:8][C:9]([O:10][CH2:11][CH2:12][O:13][c:14]1[cH:15][cH:16][c:17]([NH2:20])[cH:18][cH:19]1)=[O:21].[CH3:1][C:2]([CH2:3][CH3:4])=[O:5].[CH3:23][C:24](=[O:25])[O-:26].[CH3:30][C:31](=[O:32])[OH:33].[Na+:22].[Na+:28].[OH2:29]>>[CH3:1][CH:2]([CH2:3][CH3:4])[NH:20][c:17]1[cH:16][cH:15][c:14]([O:13][CH2:12][CH2:11][O:10][C:9]([NH:8][CH2:6][CH3:7])=[O:21])[cH:19][cH:18]1. Starting materials: C(C=CC1=CC=CC=C1)O (Cinnamyl alcohol), C(C)(C)(C)C1=C(C(=CC=C1)C(C)(C)C)O (2,6-di-t-butylphenol), O (water). Run in C(=O)O (formic acid), C(C)(=O)O (acetic acid), deuterated chloroform. Product: C(C)(C)(C)C1=C(C(=CC(=C1)CC=CC1=CC=CC=C1)C(C)(C)C)O (2,6-Di-t-butyl-4-cinnamylphenol). As a reaction SMILES: [CH2:1](O)[CH:2]=[CH:3][C:4]1[CH:9]=[CH:8][CH:7]=[CH:6][CH:5]=1.[C:11]([C:15]1[CH:20]=[CH:19][CH:18]=[C:17]([C:21]([CH3:24])([CH3:23])[CH3:22])[C:16]=1[OH:25])([CH3:14])([CH3:13])[CH3:12].O>C(O)=O.C(O)(=O)C>[C:21]([C:17]1[CH:18]=[C:19]([CH2:1][CH:2]=[CH:3][C:4]2[CH:9]=[CH:8][CH:7]=[CH:6][CH:5]=2)[CH:20]=[C:15]([C:11]([CH3:14])([CH3:13])[CH3:12])[C:16]=1[OH:25])([CH3:24])([CH3:23])[CH3:22]. Procedure: Cinnamyl alcohol (134 g.) was added to a suspension of 2,6-di-t-butylphenol (206 g.) in 88% aqueous formic acid (470 ml.) and glacial acetic acid (200 ml.), and the mixture was refluxed for 1.5 hours. Warm water (2000 ml.) was added and the oily layer which formed on top of the mixture was collected. The oil was distilled and gave a fraction (179 g.), b.p. 190°-200°C. at 0.5 mm Hg. The oil crystallized upon treatment with Skelly F (a mixture of petroleum hydrocarbons boiling between 30°-60°C.) t... The reactants are BrC(C)C1=CC=C(C=C1)C1=C(C=C(C=C1)F)F (4-(1-bromoethyl)-2',4'-difluorobiphenyl), Cl (HCl), C(CC(=O)C)(=O)OCC (ethyl acetoacetate), [OH-].[K+] (KOH). Run in O (water). The product is FC1=C(C=CC(=C1)F)C1=CC=C(C=C1)C(CC(=O)O)C (3-(2',4'-difluoro-4-biphenylyl)butyric acid). As a reaction SMILES: BrC([C:4]1[CH:9]=[CH:8][C:7]([C:10]2[CH:15]=[CH:14][C:13]([F:16])=[CH:12][C:11]=2[F:17])=[CH:6][CH:5]=1)C.[C:18]([O:24]CC)(=[O:23])[CH2:19][C:20]([CH3:22])=O.[OH-].[K+].Cl>O>[F:17][C:11]1[CH:12]=[C:13]([F:16])[CH:14]=[CH:15][C:10]=1[C:7]1[CH:8]=[CH:9][C:4]([CH:20]([CH3:22])[CH2:19][C:18]([OH:24])=[O:23])=[CH:5][CH:6]=1 |f:2.3|. Procedure: 1 g. of 2-[1-(2',4'-difluoro-4-biphenylyl)ethyl]-butan-3-one acid ethyl ester, obtained by reacting 4-(1-bromoethyl)-2',4'-difluorobiphenyl with ethyl acetoacetate, and 15 ml. of 50% KOH are stirred for 45 minutes at 90° under N2. The mixture is cooled, diluted with water and brought to pH 10 with HCl. The reaction mixture is washed with ether and worked up in the customary manner to give 3-(2',4'-difluoro-4-biphenylyl)butyric acid, m.p. 109°-110°. Starting materials: C1(=CC=CC=C1)CN1C[C@H]2[C@H](C1)OC1=C(O2)C=CC=C1C(=O)N ((±)-(trans)-2,3,3a,9a-Tetrahydro-2-(phenylmethyl)-1H-[1,4]benzodioxino[2,3-c]pyrrole-5-carboxamide), O=P12OP3(=O)OP(=O)(O1)OP(=O)(O2)O3 (phosphorus pentoxide). Product: C1(=CC=CC=C1)CN1C[C@H]2[C@H](C1)OC1=C(O2)C=CC=C1C#N ((±)-(trans)-2,3,3a,9a-tetrahydro-2-(phenylmethyl)-1H-[1,4]benzodioxino[2,3-c]pyrrole-5-carbonitrile). Yield: 68.5%. RXN SMILES: [C:1]1([CH2:7][N:8]2[CH2:12][C@@H:11]3[O:13][C:14]4[C:20]([C:21]([NH2:23])=O)=[CH:19][CH:18]=[CH:17][C:15]=4[O:16][C@H:10]3[CH2:9]2)[CH:6]=[CH:5][CH:4]=[CH:3][CH:2]=1.O=P12OP3(OP(OP(O3)(O1)=O)(=O)O2)=O>>[C:1]1([CH2:7][N:8]2[CH2:12][C@@H:11]3[O:13][C:14]4[C:20]([C:21]#[N:23])=[CH:19][CH:18]=[CH:17][C:15]=4[O:16][C@H:10]3[CH2:9]2)[CH:2]=[CH:3][CH:4]=[CH:5][CH:6]=1. Procedure details: An intimate mixture of Compound E (1.24 g) and phosphorus pentoxide (0.6 g) was heated to 165°. Two further aliquots of phosporus pentoxide (0.6 g each) were added at 10 minute intervals, mixing well in, while maintaining the temperature in the range 165° to 180°. Ten minutes after the final addition the solid mass was triturated with aqueous potassium hydroxide, ethyl acetate mixture and stirred well until free of solid. Evaporation of the organic layer gave a brown oil which was chromatographe... Starting materials: CO, COc1ccc(CN2Cc3c(C#N)ncn3-c3ccc(Cl)cc3C2=O)c(OC)c1, Cl, NO, CN(C)C=O, O. Product: COc1ccc(CN2Cc3c(C(=N)NO)ncn3-c3ccc(Cl)cc3C2=O)c(OC)c1. Reaction SMILES: [CH3:33][OH:34].[Cl:1][c:2]1[cH:3][c:4]2[c:5]([cH:28][cH:29]1)-[n:6]1[cH:7][n:8][c:9]([C:26]#[N:27])[c:10]1[CH2:11][N:12]([CH2:15][c:16]1[c:17]([O:24][CH3:25])[cH:18][c:19]([O:22][CH3:23])[cH:20][cH:21]1)[C:13]2=[O:14].[ClH:32].[NH2:30][OH:31].[O:35]=[CH:36][N:37]([CH3:38])[CH3:39].[OH2:40]>>[Cl:1][c:2]1[cH:3][c:4]2[c:5]([cH:28][cH:29]1)-[n:6]1[cH:7][n:8][c:9]([C:26](=[NH:27])[NH:30][OH:31])[c:10]1[CH2:11][N:12]([CH2:15][c:16]1[c:17]([O:24][CH3:25])[cH:18][c:19]([O:22][CH3:23])[cH:20][cH:21]1)[C:13]2=[O:14].